From a dataset of the Open Reaction Database (ORD), a public repository of structured organic reaction records. describe an organic reaction: reactants, conditions, products, and yield The reactants are CCCCc1ccc(C2CC2C(=O)Cl)s1, CC1CNCC(C)O1, [Na], O. The product is CCCCc1ccc(C2CC2C(=O)C2(C)CNCC(C)O2)s1. As a reaction SMILES: [CH2:9]([CH2:10][CH2:11][CH3:12])[c:13]1[cH:14][cH:15][c:16]([CH:18]2[CH:19]([C:21](=[O:22])[Cl:23])[CH2:20]2)[s:17]1.[CH3:1][CH:2]1[O:3][CH:4]([CH3:8])[CH2:5][NH:6][CH2:7]1.[Na:25].[OH2:24]>>[CH3:1][C:2]1([C:21]([CH:19]2[CH:18]([c:16]3[cH:15][cH:14][c:13]([CH2:9][CH2:10][CH2:11][CH3:12])[s:17]3)[CH2:20]2)=[O:22])[O:3][CH:4]([CH3:8])[CH2:5][NH:6][CH2:7]1.